Task: describe an organic reaction: reactants, conditions, products, and yield. Dataset: the Open Reaction Database (ORD), a public repository of structured organic reaction records Reactants: IN1C(CCC1=O)=O (N-iodosuccinic acid imide), C(C1=CC=CC=C1)C1=NC(=CC=C1)N1C[C@H]2[C@@H](C1)OCO2 (2-benzyl-6-(cis-3,4-methylenedioxypyrrolidine-1-yl)pyridine), CN(C=O)C (N,N-dimethylformamide). Run in O (water). Conditions: time 8 hour. Product: C(C1=CC=CC=C1)C1=NC(=CC=C1I)N1C[C@H]2[C@@H](C1)OCO2 (2-Benzyl-6-(cis-3,4-methylenedioxypyrrolidine-1-yl)-3-iodopyridine). Yield: 53.5%. RXN SMILES: [I:1]N1C(=O)CCC1=O.[CH2:9]([C:16]1[CH:21]=[CH:20][CH:19]=[C:18]([N:22]2[CH2:26][C@H:25]3[O:27][CH2:28][O:29][C@H:24]3[CH2:23]2)[N:17]=1)[C:10]1[CH:15]=[CH:14][CH:13]=[CH:12][CH:11]=1.CN(C)C=O>O>[CH2:9]([C:16]1[C:21]([I:1])=[CH:20][CH:19]=[C:18]([N:22]2[CH2:23][C@H:24]3[O:29][CH2:28][O:27][C@H:25]3[CH2:26]2)[N:17]=1)[C:10]1[CH:15]=[CH:14][CH:13]=[CH:12][CH:11]=1. Reported procedure: 143 mg of N-iodosuccinic acid imide was added little by little to a mixture of 150 mg of 2-benzyl-6-(cis-3,4-methylenedioxypyrrolidine-1-yl)pyridine and 5.0 ml of N,N-dimethylformamide under ice-cooling, followed by stirring overnight as it was. The reaction solution was poured into water, and then extracted with ethyl acetate. The organic phase was washed with sodium thiosulfate, water and brine, and the solvent was removed. The residue was subjected to silica gel column chromatography and elut... Reactants: N1=CC=CC=C1 (Pyridine), ice, [N+](=O)([O-])C1=CC=C(C=C1)C(CCC)O (4-nitrophenyl butanol), BrP(C1=CC=CC=C1)(C1=CC=CC=C1)(C1=CC=CC=C1)Br (dibromotriphenylphosphorane). The solvent is C(C)#N (acetonitrile). Run at time 0.5 hour. Product: BrCCCCC1=CC=C(C=C1)[N+](=O)[O-] (1-bromo-4-(4-nitrophenyl)butane). The yield is 98.2%. As a reaction SMILES: N1C=CC=CC=1.[N+:7]([C:10]1[CH:15]=[CH:14][C:13]([CH:16](O)[CH2:17][CH2:18][CH3:19])=[CH:12][CH:11]=1)([O-:9])=[O:8].[Br:21]P(Br)(C1C=CC=CC=1)(C1C=CC=CC=1)C1C=CC=CC=1>C(#N)C>[Br:21][CH2:19][CH2:18][CH2:17][CH2:16][C:13]1[CH:14]=[CH:15][C:10]([N+:7]([O-:9])=[O:8])=[CH:11][CH:12]=1. Procedure: Part A. Pyridine (0.66 mL, 8.21 mmol) was added slowly to an ice cooled solution of 4-nitrophenyl butanol (1.0 gm,5.13 mmol) and dibromotriphenylphosphorane (2.8 gm, 6.66 mmol) in 20 mL acetonitrile under a nitrogen atmosphere. The reaction solution was stirred for 1/2 hr and allowed to warm to ambient temperature and stir overnight. The reaction was concentrated invacuo to give a residue. The residue was filtered through a short plug of silica gel and then the product was purifed by flash chrom... The reactants are ClC1=CC=C(OCC(C(C)(C)C)=O)C=C1 (1-(p-chlorophenoxy)-3,3-dimethyl-2-butanone), [BH4-].[Na+] (sodium borohydride). The solvent is CO (methanol). Product: ClC1=CC=C(OCC(C(C)(C)C)O)C=C1 (1-(p-chlorophenoxy)-3,3-dimethyl-2-butanol). The yield is 93.6%. RXN SMILES: [Cl:1][C:2]1[CH:15]=[CH:14][C:5]([O:6][CH2:7][C:8](=[O:13])[C:9]([CH3:12])([CH3:11])[CH3:10])=[CH:4][CH:3]=1.[BH4-].[Na+]>CO>[Cl:1][C:2]1[CH:15]=[CH:14][C:5]([O:6][CH2:7][CH:8]([OH:13])[C:9]([CH3:11])([CH3:12])[CH3:10])=[CH:4][CH:3]=1 |f:1.2|. Reported procedure: Into a 200-ml egg plant type flask were placed 9.0 g of 1-(p-chlorophenoxy)-3,3-dimethyl-2-butanone and 80 ml of methanol, and 0.8 g of sodium borohydride was further placed into the flask with cooling and stirring. After stirring the mixture at room temperature for 1 hour, the reaction mixture was concentrated in a vacuum, and 50 ml of water was added to the resulting residue, followed by extraction with 30 ml of ether twice. The combined ethereal extract was washed with saturated aqueous sodiu... Reactants: Cc1cc(C)cc(C(=O)O)c1, Cc1ccc(CN)cc1. The reagents and catalysts are C1CCC(CC1)N=C=NC2CCCCC2 (DCC), CN1CCOCC1 (NMM), C1=CC=C2C(=C1)C(=O)N(C2=O)O (N-Hydroxyphthalimide). Solvent: CN(C)C=O (DMF), CN(C)C=O (DMF), CN(C)C=O (DMF), CN(C)C=O (DMF), CN(C)C=O (DMF), CN(C)C=O (DMF). Conditions: temperature 25 celsius, time 2 hour. Product: Cc1ccc(CNC(=O)c2cc(C)cc(C)c2)cc1. The yield is 51.0%. Reaction SMILES: Cc1ccc(CN)cc1.Cc1cc(C)cc(C(=O)O)c1.C1CCC(CC1)N=C=NC2CCCCC2.C1=CC=C2C(=C1)C(=O)N(C2=O)O.CN1CCOCC1.CN(C)C=O>>Cc1ccc(CNC(=O)c2cc(C)cc(C)c2)cc1. The reactants are CCNCCO, O=C(O)c1cccc(-c2nc(N3CCOCC3)nc3c2CCN3c2cccnc2)c1. Yields the product CCN(CCO)C(=O)c1cccc(-c2nc(N3CCOCC3)nc3c2CCN3c2cccnc2)c1. As a reaction SMILES: [CH2:31]([CH3:32])[NH:33][CH2:34][CH2:35][OH:36].[O:1]1[CH2:2][CH2:3][N:4]([c:7]2[n:8][c:9](-[c:22]3[cH:23][c:24]([C:25](=[O:26])[OH:27])[cH:28][cH:29][cH:30]3)[c:10]3[c:11]([n:12]2)[N:13]([c:16]2[cH:17][n:18][cH:19][cH:20][cH:21]2)[CH2:14][CH2:15]3)[CH2:5][CH2:6]1>>[O:1]1[CH2:2][CH2:3][N:4]([c:7]2[n:8][c:9](-[c:22]3[cH:23][c:24]([C:25](=[O:26])[N:33]([CH2:31][CH3:32])[CH2:34][CH2:35][OH:36])[cH:28][cH:29][cH:30]3)[c:10]3[c:11]([n:12]2)[N:13]([c:16]2[cH:17][n:18][cH:19][cH:20][cH:21]2)[CH2:14][CH2:15]3)[CH2:5][CH2:6]1. Reactants: CN(C)c1ccc(C(=O)CBr)cc1, O=C([O-])[O-], CN(C)C=O, O=C(c1cc(C(F)(F)F)cc(C(F)(F)F)c1)N1CCNCC1Cc1c[nH]c2ccccc12, [K+], [K+], O. The product is CN(C)c1ccc(C(=O)CN2CCN(C(=O)c3cc(C(F)(F)F)cc(C(F)(F)F)c3)C(Cc3c[nH]c4ccccc34)C2)cc1. As a reaction SMILES: [Br:33][CH2:34][C:35](=[O:36])[c:37]1[cH:38][cH:39][c:40]([N:43]([CH3:44])[CH3:45])[cH:41][cH:42]1.[C:46](=[O:47])([O-:48])[O-:49].[CH3:53][N:54]([CH3:55])[CH:56]=[O:57].[F:1][C:2]([c:3]1[cH:4][c:5]([C:6](=[O:7])[N:8]2[CH:9]([CH2:14][c:15]3[cH:16][nH:17][c:18]4[cH:19][cH:20][cH:21][cH:22][c:23]34)[CH2:10][NH:11][CH2:12][CH2:13]2)[cH:24][c:25]([C:27]([F:28])([F:29])[F:30])[cH:26]1)([F:31])[F:32].[K+:50].[K+:51].[OH2:52]>>[F:1][C:2]([c:3]1[cH:4][c:5]([C:6](=[O:7])[N:8]2[CH:9]([CH2:14][c:15]3[cH:16][nH:17][c:18]4[cH:19][cH:20][cH:21][cH:22][c:23]34)[CH2:10][N:11]([CH2:34][C:35](=[O:36])[c:37]3[cH:38][cH:39][c:40]([N:43]([CH3:44])[CH3:45])[cH:41][cH:42]3)[CH2:12][CH2:13]2)[cH:24][c:25]([C:27]([F:28])([F:29])[F:30])[cH:26]1)([F:31])[F:32]. Reactants: CC(C)(C)OC(=O)NCc1cccc(NC(=C2C(=O)Nc3ccccc32)c2ccccc2)c1, ClCCl, O=C(O)C(F)(F)F. Product: NCc1cccc(NC(=C2C(=O)Nc3ccccc32)c2ccccc2)c1. RXN SMILES: [C:1]([O:2][C:3](=[O:4])[NH:8][CH2:9][c:10]1[cH:11][c:12]([NH:16][C:17]([c:18]2[cH:19][cH:20][cH:21][cH:22][cH:23]2)=[C:24]2[C:25](=[O:33])[NH:26][c:27]3[cH:28][cH:29][cH:30][cH:31][c:32]32)[cH:13][cH:14][cH:15]1)([CH3:5])([CH3:6])[CH3:7].[Cl:41][CH2:42][Cl:43].[OH:34][C:35]([C:36]([F:37])([F:38])[F:39])=[O:40]>>[NH2:8][CH2:9][c:10]1[cH:11][c:12]([NH:16][C:17]([c:18]2[cH:19][cH:20][cH:21][cH:22][cH:23]2)=[C:24]2[C:25](=[O:33])[NH:26][c:27]3[cH:28][cH:29][cH:30][cH:31][c:32]32)[cH:13][cH:14][cH:15]1.